Task: describe an organic reaction: reactants, conditions, products, and yield. Dataset: the Open Reaction Database (ORD), a public repository of structured organic reaction records The reactants are Clc1c(c(Cl)cc(Cl)c1)OC=O, [Si](CC)(CC)CC, c1c(cc2c(c1OCc1ccccc1)CN(CC2)C(OC(C)(C)C)=O)Br. The reagents and catalysts are c1ccc(cc1)-c2c3ccccc3cc4ccccc24 (9-Phenylanthracene), CCN(C(C)C)C(C)C (DIPEA), P(C(C)(C)C)(C(C)(C)C)CCCCCP(C(C)(C)C)C(C)(C)C (dtbpp), C(O[Pd]OC(C)=O)(C)=O (Pd(OAc)2). The solvent is CN(C)C=O  (DMF). Reaction conditions: temperature 90 celsius, time 18 hour. Product: CC(C)(C)OC(=O)N1CCc2cc(C=O)cc(OCc3ccccc3)c2C1. As a reaction SMILES: [CH3:1][C:2]([O:5][C:6]([N:8]1[CH2:25][c:24]([c:11]2[CH2:10][CH2:9]1)[c:15]([O:16][CH2:17][c:18]3[cH:23][cH:22][cH:21][cH:20][cH:19]3)[cH:14][c:13](Br)[cH:12]2)=[O:7])([CH3:4])[CH3:3].Clc1cc(Cl)c(O[CH:26]=[O:27])c(Cl)c1.CC[SiH](CC)CC>>[CH3:1][C:2]([O:5][C:6]([N:8]1[CH2:25][c:24]([c:11]2[CH2:10][CH2:9]1)[c:15]([O:16][CH2:17][c:18]3[cH:23][cH:22][cH:21][cH:20][cH:19]3)[cH:14][c:13]([CH:26]=[O:27])[cH:12]2)=[O:7])([CH3:4])[CH3:3]. Reactants: N[C@H](CO)C ((S)-2-aminopropan-1-ol), Cl.ClC1=C(C=C(C=C1)[C@@H](CC)N)F ((R)-1-(4-Chloro-3-fluoro-phenyl)propan-1-amine hydrochloride), NC1CCOCC1 (4-amino-tetrahydropyran), Cl.FC=1C=C(C=CC1OC)[C@H](N)C=1C=NN(C1)C ((S)-(3-Fluoro-4-methoxyphenyl)(1-methyl-1H-pyrazol-4-yl)methanamine hydrochloride). Product: ClC1=C(C=C(C=C1)[C@@H](CC)NC(=O)C=1C=C2C=C(N=CC2=CC1)NC1CCOCC1)F (3-(Tetrahydro-pyran-4-ylamino)-isoquinoline-6-carboxylic acid [(R)-1-(4-chloro-3-fluoro-phenyl)-propyl]-amide). RXN SMILES: N[C@@H:2]([CH3:5])[CH2:3][OH:4].[NH2:6][CH:7]1[CH2:12][CH2:11][O:10][CH2:9][CH2:8]1.Cl.FC1C=[C:17]([C@@H:23]([C:25]2C=N[N:28]([CH3:30])[CH:29]=2)N)[CH:18]=[CH:19]C=1OC.Cl.[Cl:32][C:33]1[CH:38]=[CH:37][C:36]([C@H:39]([NH2:42])[CH2:40][CH3:41])=[CH:35][C:34]=1[F:43]>>[Cl:32][C:33]1[CH:38]=[CH:37][C:36]([C@H:39]([NH:42][C:3]([C:2]2[CH:5]=[C:23]3[C:17](=[CH:18][CH:19]=2)[CH:30]=[N:28][C:29]([NH:6][CH:7]2[CH2:12][CH2:11][O:10][CH2:9][CH2:8]2)=[CH:25]3)=[O:4])[CH2:40][CH3:41])=[CH:35][C:34]=1[F:43] |f:2.3,4.5|. Procedure details: 3-(Tetrahydro-pyran-4-ylamino)-isoquinoline-6-carboxylic acid [(R)-1-(4-chloro-3-fluoro-phenyl)-propyl]-amide (II-2) was prepared analogously except in step 2 (S)-2-aminopropan-1-ol was replaced with 4-amino-tetrahydropyran and in step 5, 50c was replaced with (R)-1-(4-chloro-3-fluoro-phenyl)propan-1-amine hydrochloride (70b). 1H NMR (400 MHz, DMSO-d6) δ 8.91 (s, 1H), 8.87 (d, J=8.2 Hz, 1H), 8.05 (s, 1H), 7.85 (d, J=8.5 Hz, 1H), 7.55 (t, J=8.1 Hz, 1H), 7.51 (d, J=8.5 Hz, 1H), 7.46 (dd, J=10.6, 1... Starting materials: CO, COC(=O)c1cnc(SC)nc1OC, [H][H]. Yields the product COC(=O)c1cncnc1OC. RXN SMILES: [CH3:17][OH:18].[CH3:1][O:2][c:3]1[n:4][c:5]([S:13][CH3:14])[n:6][cH:7][c:8]1[C:9](=[O:10])[O:11][CH3:12].[H:15][H:16]>>[CH3:1][O:2][c:3]1[n:4][cH:5][n:6][cH:7][c:8]1[C:9](=[O:10])[O:11][CH3:12]. Starting materials: [Li]CCCC (n-BuLi), BrC=1SC=CC1 (2-bromothiophene), CC(CCCC)=O (2-hexanone). Run in C1CCOC1 (THF). Reaction conditions: temperature -78 celsius, time 1 hour. Yields the product S1C(=CC=C1)C(C)(CCCC)O (2-thiophen-2-yl-hexan-2-ol). As a reaction SMILES: Br[C:2]1[S:3][CH:4]=[CH:5][CH:6]=1.[Li]CCCC.[CH3:12][C:13](=[O:18])[CH2:14][CH2:15][CH2:16][CH3:17]>C1COCC1>[S:3]1[CH:4]=[CH:5][CH:6]=[C:2]1[C:13]([OH:18])([CH2:14][CH2:15][CH2:16][CH3:17])[CH3:12]. Procedure: A solution of 2-bromothiophene (24.3 g, 0.15 mol) in dry THF (120 mL) was cooled to −78° C. under nitrogen. A solution of n-BuLi (2.5 M, 66.0 mL, 0.17 mol) was then added slowly, and the resulting mixture was stirred at −78° C. for 2 hours, before 2-hexanone (18.1 g, 0.18 mol) was added slowly. This mixture was stirred at −78° C. for an additional 1 hour, and then allowed to warm to room temperature, and stirred at room temperature overnight. Most of the solvent was removed in vacuo, and the res... Starting materials: [H][H] (hydrogen), C([O-])([O-])=O.[K+].[K+] (Potassium carbonate), FC1=CC=C(C=C1)[N+](=O)[O-] (1-fluoro-4-nitrobenzene), CN1CCNCC1 (1-methyl-piperazine). The reagents and catalysts are [Pd] (palladium on carbon). The solvent is CS(=O)C (methyl sulfoxide), CO (methanol). Conditions: temperature 80 celsius, time 3 hour. Yields the product CN1CCN(CC1)C1=CC=C(C=C1)N (4-(4-Methyl-piperazin-1-yl)-phenylamine). The yield is 95.7%. Reaction SMILES: C(=O)([O-])[O-].[K+].[K+].F[C:8]1[CH:13]=[CH:12][C:11]([N+:14]([O-])=O)=[CH:10][CH:9]=1.[CH3:17][N:18]1[CH2:23][CH2:22][NH:21][CH2:20][CH2:19]1.[H][H]>CS(C)=O.CO.[Pd]>[CH3:17][N:18]1[CH2:23][CH2:22][N:21]([C:8]2[CH:13]=[CH:12][C:11]([NH2:14])=[CH:10][CH:9]=2)[CH2:20][CH2:19]1 |f:0.1.2|. Reported procedure: Potassium carbonate (1.9 g, 14.2 mmol) was added to a mixture of 1-fluoro-4-nitrobenzene (1 g, 7.1 mmol) and 1-methyl-piperazine (0.94 mL, 8.5 mmol) in methyl sulfoxide (DMSO, 5 mL). The mixture was stirred at 80° C. for 3 hours. After cooling down, the residue was extracted into EtOAc. The organic layer was washed with water, brine and then dried with Na2SO4. Removal of the solvent in vacuo yielded an orange solid. The solid was dissolved in 25 mL of methanol and palladium on carbon (10% Pd/C, ...